From a dataset of the Open Reaction Database (ORD), a public repository of structured organic reaction records. describe an organic reaction: reactants, conditions, products, and yield The reactants are O=C(n1ccnc1)n1ccnc1, CCCCc1nn(-c2cc(NC(=O)CC)ccc2C(F)(F)F)c(=O)n1Cc1ccc(-c2ccccc2S(N)(=O)=O)cc1F, C1CCC2=NCCCN2CC1, CN(C)c1ccncc1, O=C(O)c1ccccc1F. The product is CCCCc1nn(-c2cc(NC(=O)CC)ccc2C(F)(F)F)c(=O)n1Cc1ccc(-c2ccccc2S(=O)(=O)NC(=O)c2ccccc2F)cc1F. Reaction SMILES: [C:54]([n:55]1[cH:56][cH:57][n:58][cH:59]1)([n:60]1[cH:61][cH:62][n:63][cH:64]1)=[O:65].[CH2:1]([CH2:2][CH2:3][CH3:4])[c:5]1[n:6]([CH2:26][c:27]2[c:28]([F:43])[cH:29][c:30](-[c:33]3[c:34]([S:39]([NH2:40])(=[O:41])=[O:42])[cH:35][cH:36][cH:37][cH:38]3)[cH:31][cH:32]2)[c:7](=[O:25])[n:8](-[c:10]2[c:11]([C:21]([F:22])([F:23])[F:24])[cH:12][cH:13][c:14]([NH:16][C:17]([CH2:18][CH3:19])=[O:20])[cH:15]2)[n:9]1.[CH2:66]1[CH2:67][CH2:68][C:69]2=[N:74][CH2:73][CH2:72][CH2:71][N:70]2[CH2:75][CH2:76]1.[CH3:77][N:78]([c:79]1[cH:80][cH:81][n:82][cH:83][cH:84]1)[CH3:85].[OH:44][C:45](=[O:46])[c:47]1[cH:48][cH:49][cH:50][cH:51][c:52]1[F:53]>>[CH2:1]([CH2:2][CH2:3][CH3:4])[c:5]1[n:6]([CH2:26][c:27]2[c:28]([F:43])[cH:29][c:30](-[c:33]3[c:34]([S:39]([NH:40][C:45](=[O:44])[c:47]4[cH:48][cH:49][cH:50][cH:51][c:52]4[F:53])(=[O:41])=[O:42])[cH:35][cH:36][cH:37][cH:38]3)[cH:31][cH:32]2)[c:7](=[O:25])[n:8](-[c:10]2[c:11]([C:21]([F:22])([F:23])[F:24])[cH:12][cH:13][c:14]([NH:16][C:17]([CH2:18][CH3:19])=[O:20])[cH:15]2)[n:9]1. The reactants are S(O)(O)(=O)=O (sulfuric acid), CN(C)C(Cl)(Cl)N(C)C (bis(dimethylamino)dichloromethane). Solvent: O (water). Yields the product S(=O)(=O)(O)[O-].CN(C)[C+](Cl)N(C)C (bis(dimethylamino)chlorocarbenium hydrogensulfate). Reaction SMILES: [S:1](=[O:5])(=[O:4])([OH:3])[OH:2].[CH3:6][N:7]([C:9]([N:12]([CH3:14])[CH3:13])(Cl)[Cl:10])[CH3:8]>O>[S:1]([O-:5])([OH:4])(=[O:3])=[O:2].[CH3:6][N:7]([C+:9]([N:12]([CH3:14])[CH3:13])[Cl:10])[CH3:8] |f:3.4|. Procedure details: 3.24 g (33 mmol) of sulfuric acid are added with stirring and ice-cooling to a solution of 5.65 g (33.0 mmol) of bis(dimethylamino)dichloromethane in 30 ml of water. The reaction mixture is warmed to room temperature. All volatile compounds are removed under reduced pressure (7.0 Pa), giving 7.68 g of highly viscous bis(dimethylamino)chlorocarbenium hydrogensulfate, corresponding to a virtually quantitative yield. The reactants are Cc1ccc(S)c(C=O)c1, CCOC(C)=O, Cl, CCOC(=O)C=CC(F)(F)F, [K+], [K+], O=C([O-])[O-], CN(C)C=O. Yields the product CCOC(=O)C1=Cc2cc(C)ccc2SC1C(F)(F)F. Reaction SMILES: [CH3:1][c:2]1[cH:3][cH:4][c:5]([SH:10])[c:6]([CH:7]=[O:8])[cH:9]1.[CH3:29][CH2:30][O:31][C:32](=[O:33])[CH3:34].[ClH:28].[F:11][C:12]([CH:13]=[CH:14][C:15](=[O:16])[O:17][CH2:18][CH3:19])([F:20])[F:21].[K+:22].[K+:23].[O-:24][C:25]([O-:26])=[O:27].[O:35]=[CH:36][N:37]([CH3:38])[CH3:39]>>[CH3:1][c:2]1[cH:3][cH:4][c:5]2[c:6]([cH:9]1)[CH:7]=[C:14]([C:15](=[O:16])[O:17][CH2:18][CH3:19])[CH:13]([C:12]([F:11])([F:20])[F:21])[S:10]2. Yields the product CC(C)COC(C)ONC(=O)c1cc2ccc(CNCc3ccc(CNC(Cc4ccccc4)C(=O)O)cc3)cc2s1. RXN SMILES: [CH2:51]1[O:52][CH2:53][CH2:54][CH2:55]1.[CH:1]1([O:6][C:7]([CH:8]([CH2:9][c:10]2[cH:11][cH:12][cH:13][cH:14][cH:15]2)[NH:16][CH2:17][c:18]2[cH:19][cH:20][c:21]([CH2:24][NH:25][CH2:26][c:27]3[cH:28][cH:29][c:30]4[c:31]([s:32][c:33]([C:35]([NH:36][O:37][CH:38]([CH3:39])[O:40][CH2:41][CH:42]([CH3:43])[CH3:44])=[O:45])[cH:34]4)[cH:46]3)[cH:22][cH:23]2)=[O:47])[CH2:2][CH2:3][CH2:4][CH2:5]1.[ClH:50].[Li+:49].[OH-:48].[OH2:56]>>[O:6]=[C:7]([CH:8]([CH2:9][c:10]1[cH:11][cH:12][cH:13][cH:14][cH:15]1)[NH:16][CH2:17][c:18]1[cH:19][cH:20][c:21]([CH2:24][NH:25][CH2:26][c:27]2[cH:28][cH:29][c:30]3[c:31]([s:32][c:33]([C:35]([NH:36][O:37][CH:38]([CH3:39])[O:40][CH2:41][CH:42]([CH3:43])[CH3:44])=[O:45])[cH:34]3)[cH:46]2)[cH:22][cH:23]1)[OH:47]. Reactants: C1CCOC1, CC(C)COC(C)ONC(=O)c1cc2ccc(CNCc3ccc(CNC(Cc4ccccc4)C(=O)OC4CCCC4)cc3)cc2s1, Cl, [Li+], [OH-], O. Reaction SMILES: [Li+].[OH-].[C:3]([C:5]1[CH:6]=[C:7]([C:15]2[S:19][C:18]([C:20]3[CH:25]=[CH:24][C:23]([CH2:26][CH2:27][C:28]([O:30]CC)=[O:29])=[CH:22][C:21]=3[CH3:33])=[N:17][CH:16]=2)[CH:8]=[CH:9][C:10]=1[O:11][CH:12]([CH3:14])[CH3:13])#[N:4].Cl>O.C1COCC1>[C:3]([C:5]1[CH:6]=[C:7]([C:15]2[S:19][C:18]([C:20]3[CH:25]=[CH:24][C:23]([CH2:26][CH2:27][C:28]([OH:30])=[O:29])=[CH:22][C:21]=3[CH3:33])=[N:17][CH:16]=2)[CH:8]=[CH:9][C:10]=1[O:11][CH:12]([CH3:14])[CH3:13])#[N:4] |f:0.1|. Run at temperature 50 celsius. Run in O (water), C1CCOC1 (THF). Starting materials: [Li+].[OH-] (LiOH), C(#N)C=1C=C(C=CC1OC(C)C)C1=CN=C(S1)C1=C(C=C(C=C1)CCC(=O)OCC)C (Ethyl 3-(4-(5-(3-cyano-4-isopropyloxyphenyl)-1,3-thiazol-2-yl)-3-methylphenyl)propanoate), Cl (HCl). Yields the product C(#N)C=1C=C(C=CC1OC(C)C)C1=CN=C(S1)C1=C(C=C(C=C1)CCC(=O)O)C (3-(4-(5-(3-Cyano-4-(2-propyloxy)phenyl)-1,3-thiazol-2-yl)-3-methylphenyl)propanoic acid). The yield is 64.1%. Procedure: A solution of 2 mg of LiOH in 1 mL water and 1 mL THF was added to ethyl 3-(4-(5-(3-cyano-4-isopropyloxyphenyl)-1,3-thiazol-2-yl)-3-methylphenyl)propanoate (0.003 g, from Step E) and the reaction was heated at 50° C. for 2 h. The reaction was acidified with 0.5 M HCl (25 mL) and the product was extracted with ethyl acetate (25 mL). The organic layer was dried over magnesium sulfate, filtered and concentrated in vacuo. Silica gel chromatography eluting with 10% methanol/methylene chloride yielded... Starting materials: BrB(Br)Br, CO, COc1ccc(N2CCN(c3ccc(-n4ccn(C)c4=O)cc3)CC2)cc1, ClCCl, [NH4+], [OH-], O. Product: Cn1ccn(-c2ccc(N3CCN(c4ccc(O)cc4)CC3)cc2)c1=O. Reaction SMILES: [B:1]([Br:2])([Br:3])[Br:4].[CH3:38][OH:39].[CH3:5][O:6][c:7]1[cH:8][cH:9][c:10]([N:13]2[CH2:14][CH2:15][N:16]([c:19]3[cH:20][cH:21][c:22](-[n:25]4[c:26](=[O:31])[n:27]([CH3:30])[cH:28][cH:29]4)[cH:23][cH:24]3)[CH2:17][CH2:18]2)[cH:11][cH:12]1.[Cl:35][CH2:36][Cl:37].[NH4+:33].[OH-:34].[OH2:32]>>[OH:6][c:7]1[cH:8][cH:9][c:10]([N:13]2[CH2:14][CH2:15][N:16]([c:19]3[cH:20][cH:21][c:22](-[n:25]4[c:26](=[O:31])[n:27]([CH3:30])[cH:28][cH:29]4)[cH:23][cH:24]3)[CH2:17][CH2:18]2)[cH:11][cH:12]1. Reactants: CCOC(=O)C1=C(COCCN=[N+]=[N-])NC(=O)N(CCCN(C)C(=O)CCc2ccccc2)C1c1ccccc1Cl, CCO, [Pb], [Pd]. The product is CCOC(=O)C1=C(COCCN)NC(=O)N(CCCN(C)C(=O)CCc2ccccc2)C1c1ccccc1Cl. As a reaction SMILES: [CH2:1]([CH3:2])[O:3][C:4](=[O:5])[C:6]1=[C:11]([CH2:12][O:13][CH2:14][CH2:15][N:16]=[N+:17]=[N-:18])[NH:10][C:9](=[O:19])[N:8]([CH2:20][CH2:21][CH2:22][N:23]([C:24]([CH2:25][CH2:26][c:27]2[cH:28][cH:29][cH:30][cH:31][cH:32]2)=[O:33])[CH3:34])[CH:7]1[c:35]1[c:36]([Cl:41])[cH:37][cH:38][cH:39][cH:40]1.[CH3:43][CH2:44][OH:45].[Pb:42].[Pd:46]>>[CH2:1]([CH3:2])[O:3][C:4](=[O:5])[C:6]1=[C:11]([CH2:12][O:13][CH2:14][CH2:15][NH2:16])[NH:10][C:9](=[O:19])[N:8]([CH2:20][CH2:21][CH2:22][N:23]([C:24]([CH2:25][CH2:26][c:27]2[cH:28][cH:29][cH:30][cH:31][cH:32]2)=[O:33])[CH3:34])[CH:7]1[c:35]1[c:36]([Cl:41])[cH:37][cH:38][cH:39][cH:40]1.